Task: describe an organic reaction: reactants, conditions, products, and yield. Dataset: the Open Reaction Database (ORD), a public repository of structured organic reaction records Starting materials: solution, C(CCC)[Li] (butyllithium), CC1=C2C=CCC2=C(C=C1)C (4,7-dimethylindene), BrCC(CC)Br (1,2-dibromobutane), Cl (HCl). Solvent: CCCCCC (hexane), O1CCCC1 (tetrahydrofuran). Conditions: temperature 60 celsius, time 1 hour. The product is CC1=C2C=CC(C2=C(C=C1)C)CC(CC)C1C=CC2=C(C=CC(=C12)C)C (1,2-bis(4,7-Dimethylindenyl)butane). Isolated yield 10.0%. As a reaction SMILES: [CH2:1]([Li])[CH2:2][CH2:3][CH3:4].[CH3:6][C:7]1[CH:15]=[CH:14][C:13]([CH3:16])=[C:12]2[C:8]=1[CH:9]=[CH:10][CH2:11]2.Br[CH2:18][CH:19](Br)[CH2:20][CH3:21].Cl>CCCCCC.O1CCCC1>[CH3:4][C:3]1[CH:6]=[CH:7][C:8]([CH3:9])=[C:1]2[C:2]=1[CH:21]=[CH:20][CH:19]2[CH2:18][CH:10]([CH:11]1[C:12]2[C:8](=[C:7]([CH3:6])[CH:15]=[CH:14][C:13]=2[CH3:16])[CH:9]=[CH:10]1)[CH2:11][CH3:12]. Procedure: 52 ml (83.2 mmol) of a 1.6 M solution of butyllithium in hexane were added dropwise to 11.8 g (92 mmol) of 4,7-dimethylindene in 200 ml of tetrahydrofuran at room temperature under an Ar atmosphere, and the mixture was stirred at 60° C. for 1 hour. It was cooled to -78° C., 5 ml (40 mmol) of 1,2-dibromobutane were added, and stirring was continued overnight at room temperature. The reaction mixture was poured onto 2 N aqueous HCl and the organic phase was separated off, washed with saturated aqu... The reagents and catalysts are [Pd] (palladium-on-charcoal). Reported procedure: 5.7 g (22.1 mmol) of ethyl (S)-2-amino-3-(3′-methylaminobiphenyl-4-yl)propionate and 5.8 g (28.7 mmol) of 2-benzoylcyclohexanone are dissolved in 10 ml of anisole. 0.6 g of 10% palladium-on-charcoal are added and the reaction medium is then refluxed using a Dean-Stark apparatus for 16 h. The cooled reaction medium is filtered through celite, rinsed with ethyl acetate and concentrated. The residue obtained is purified by chromatography on a column of silica and eluted with a 7/3 heptane/ethyl ace... Yields the product C(C1=CC=CC=C1)(=O)C1=C(C=CC=C1)N[C@H](C(=O)OCC)CC1=CC=C(C=C1)C1=CC(=CC=C1)NC (ethyl (S)-2-(2-benzoylphenylamino)-3-(3′-methylaminobiphenyl-4-yl)propionate). The solvent is C1(=CC=CC=C1)OC (anisole). Yield: 55.8%. Reaction SMILES: [NH2:1][C@@H:2]([CH2:8][C:9]1[CH:14]=[CH:13][C:12]([C:15]2[CH:20]=[CH:19][CH:18]=[C:17]([NH:21][CH3:22])[CH:16]=2)=[CH:11][CH:10]=1)[C:3]([O:5][CH2:6][CH3:7])=[O:4].[C:23]([CH:31]1[CH2:36][CH2:35][CH2:34][CH2:33][C:32]1=O)(=[O:30])[C:24]1[CH:29]=[CH:28][CH:27]=[CH:26][CH:25]=1>C1(OC)C=CC=CC=1.[Pd]>[C:23]([C:31]1[CH:36]=[CH:35][CH:34]=[CH:33][C:32]=1[NH:1][C@@H:2]([CH2:8][C:9]1[CH:14]=[CH:13][C:12]([C:15]2[CH:20]=[CH:19][CH:18]=[C:17]([NH:21][CH3:22])[CH:16]=2)=[CH:11][CH:10]=1)[C:3]([O:5][CH2:6][CH3:7])=[O:4])(=[O:30])[C:24]1[CH:29]=[CH:28][CH:27]=[CH:26][CH:25]=1. Starting materials: N[C@H](C(=O)OCC)CC1=CC=C(C=C1)C1=CC(=CC=C1)NC (ethyl (S)-2-amino-3-(3′-methylaminobiphenyl-4-yl)propionate), C(C1=CC=CC=C1)(=O)C1C(CCCC1)=O (2-benzoylcyclohexanone). The reactants are Cl.CNC (Dimethylamine hydrochloride), CCN(C(C)C)C(C)C (DIPEA), BrC=1C=C(C(=O)O)C=C(C1)I (3-bromo-5-Iodo-benzoic acid). Run in S(=O)(Cl)Cl (thionyl chloride). Conditions: time 3 hour. The product is BrC=1C=C(C(=O)N(C)C)C=C(C1)I (3-bromo-5-iodo-N,N-dimethyl-benzamide). Yield: 88.0%. Reaction SMILES: [Br:1][C:2]1[CH:3]=[C:4]([CH:8]=[C:9]([I:11])[CH:10]=1)[C:5](O)=[O:6].Cl.[CH3:13][NH:14][CH3:15].CCN(C(C)C)C(C)C>S(Cl)(Cl)=O>[Br:1][C:2]1[CH:3]=[C:4]([CH:8]=[C:9]([I:11])[CH:10]=1)[C:5]([N:14]([CH3:15])[CH3:13])=[O:6] |f:1.2|. Procedure: A solution of 3-bromo-5-Iodo-benzoic acid (4.0 g, 12.2 mmol) in 100 mL of thionyl chloride was heated under reflux for 2 h. The reaction mixture was cooled to room temperature and concentrated under reduced pressure. The resulting solid was then dissolved in 80 mL of CH2Cl2. Dimethylamine hydrochloride (1.5 g, 18.3 mmol) and DIPEA (4.3 mL, 24.5 mmol) was added and the reaction mixture was stirred at room temperature for 3 h. The resulting solution was concentrated under reduced pressure and the ... Reactants: CS(=O)(=O)Cl (Methanesulfonyl chloride), C(C)(C)N(CC)C(C)C (diisopropyl-ethylamine), N1=C2C(=CC=C1)CNC2 (6,7-dihydro-5H-pyrrolo[3,4-b]pyridine). Solvent: C(Cl)Cl (CH2Cl2), C(Cl)Cl (CH2Cl2). Reaction conditions: time 8 hour. The product is CS(=O)(=O)N1CC2=NC=CC=C2C1 (6-(methylsulfonyl)-6,7-dihydro-5H-pyrrolo[3,4-b]pyridine). RXN SMILES: [CH3:1][S:2](Cl)(=[O:4])=[O:3].C(N(C(C)C)CC)(C)C.[N:15]1[CH:20]=[CH:19][CH:18]=[C:17]2[CH2:21][NH:22][CH2:23][C:16]=12>C(Cl)Cl>[CH3:1][S:2]([N:22]1[CH2:21][C:17]2[C:16](=[N:15][CH:20]=[CH:19][CH:18]=2)[CH2:23]1)(=[O:4])=[O:3]. Procedure details: Methanesulfonyl chloride (0.97 mL, 12.4 mmol) was added dropwise to a −10° C. solution of diisopropyl-ethylamine (5.16 mL, 31.1 mmol) and 6,7-dihydro-5H-pyrrolo[3,4-b]pyridine (2.0 g, 10.0 mmol) in CH2Cl2 (20 mL). The mixture was stirred overnight at rt diluted with CH2Cl2 (300 mL) and washed with saturated aqueous sodium bicarbonate. The organic phase was separated, dried (MgSO4) and filtered through a short silica gel pad with EtOAc rinse. The filtrate was concentrated to yield 2.15 g (quantit... Product: CCn1c(=O)c(CCC(=O)O)c(-c2cccc(Cl)c2)c2ccc(C)nc21. Reactants: CCOC(=O)CCc1c(-c2cccc(Cl)c2)c2ccc(C)nc2n(CC)c1=O, Cl, [Na+], [OH-]. Reaction SMILES: [Cl:3][c:4]1[cH:5][c:6](-[c:10]2[c:11]([CH2:24][CH2:25][C:26](=[O:27])[O:28][CH2:29][CH3:30])[c:12](=[O:23])[n:13]([CH2:21][CH3:22])[c:14]3[n:15][c:16]([CH3:20])[cH:17][cH:18][c:19]23)[cH:7][cH:8][cH:9]1.[ClH:31].[Na+:2].[OH-:1]>>[Cl:3][c:4]1[cH:5][c:6](-[c:10]2[c:11]([CH2:24][CH2:25][C:26](=[O:27])[OH:28])[c:12](=[O:23])[n:13]([CH2:21][CH3:22])[c:14]3[n:15][c:16]([CH3:20])[cH:17][cH:18][c:19]23)[cH:7][cH:8][cH:9]1. Starting materials: BrC1(C(C1)(CCCCCCCO)Br)Br (1,1,2-tribromo-2-(7-hydroxyheptyl)cyclopropane), C[Li] (methyllithium). Solvent: CCOCC (ether). Reaction conditions: temperature 0 celsius, time 5 minute. The product is OCCCCCCCC1=CC1 (1-(7-hydroxyheptyl)-cyclopropene). Isolated yield 62.2%. Reaction SMILES: Br[C:2]1(Br)[CH2:4][C:3]1(Br)[CH2:5][CH2:6][CH2:7][CH2:8][CH2:9][CH2:10][CH2:11][OH:12].C[Li]>CCOCC>[OH:12][CH2:11][CH2:10][CH2:9][CH2:8][CH2:7][CH2:6][CH2:5][C:3]1[CH2:4][CH:2]=1. Reported procedure: A solution of 1.0 g 1,1,2-tribromo-2-(7-hydroxyheptyl)cyclopropane (2.5 mmol) in 25 ml of ether was treated at −78° C. with 7.2 ml of methyllithium (1.4 M, 10 mmol). After 5 minutes, the reaction mixture was warmed to 0° C. and held at this temperature. The reaction was quenched with saturated ammonium chloride. The reaction mixture was washed with water and brine, dried over magnesium sulfate, filtered and stripped to give 240 mg of 1-(7-hydroxyheptyl)-cyclopropene (90% purity).